Dataset: the Open Reaction Database (ORD), a public repository of structured organic reaction records. Task: describe an organic reaction: reactants, conditions, products, and yield Starting materials: COC(C(=O)O)c1ccc(NC(C)=O)cc1, NN, O. Product: COC(C(=O)O)c1ccc(N)cc1. RXN SMILES: [C:1](=[O:2])([CH3:3])[NH:4][c:5]1[cH:6][cH:7][c:8]([CH:11]([C:12](=[O:13])[OH:14])[O:15][CH3:16])[cH:9][cH:10]1.[NH2:18][NH2:19].[OH2:17]>>[NH2:4][c:5]1[cH:6][cH:7][c:8]([CH:11]([C:12](=[O:13])[OH:14])[O:15][CH3:16])[cH:9][cH:10]1. Reactants: BrCc1ccon1, CN(C)C=O, Cc1nc2c3c(c(C(=O)N(C)C)cc2[nH]1)CCC(c1ccc(F)cc1)O3, [H-], [Na+]. The product is Cc1nc2cc(C(=O)N(C)C)c3c(c2n1Cc1ccon1)OC(c1ccc(F)cc1)CC3. RXN SMILES: [Br:29][CH2:30][c:31]1[n:32][o:33][cH:34][cH:35]1.[CH3:36][N:37]([CH3:38])[CH:39]=[O:40].[F:1][c:2]1[cH:3][cH:4][c:5]([CH:8]2[O:9][c:10]3[c:11]([c:14]([C:22](=[O:23])[N:24]([CH3:25])[CH3:26])[cH:15][c:16]4[nH:17][c:18]([CH3:21])[n:19][c:20]34)[CH2:12][CH2:13]2)[cH:6][cH:7]1.[H-:27].[Na+:28]>>[F:1][c:2]1[cH:3][cH:4][c:5]([CH:8]2[O:9][c:10]3[c:11]([c:14]([C:22](=[O:23])[N:24]([CH3:25])[CH3:26])[cH:15][c:16]4[n:17][c:18]([CH3:21])[n:19]([CH2:30][c:31]5[n:32][o:33][cH:34][cH:35]5)[c:20]34)[CH2:12][CH2:13]2)[cH:6][cH:7]1. Reactants: Cc1ccc(Br)c(C(=O)O)c1, ClCCCl, CNOC, Cl, CN(C)C=O, O, On1nnc2ccccc21. Yields the product CON(C)C(=O)c1cc(C)ccc1Br. Reaction SMILES: [Br:1][c:2]1[c:3]([C:4](=[O:5])[OH:6])[cH:7][c:8]([CH3:11])[cH:9][cH:10]1.[CH2:17]([Cl:18])[CH2:19][Cl:20].[CH3:13][NH:14][O:15][CH3:16].[ClH:12].[O:31]=[CH:32][N:33]([CH3:34])[CH3:35].[OH2:36].[OH:21][n:22]1[c:23]2[c:24]([cH:25][cH:26][cH:27][cH:28]2)[n:29][n:30]1>>[Br:1][c:2]1[c:3]([C:4](=[O:5])[N:14]([CH3:13])[O:15][CH3:16])[cH:7][c:8]([CH3:11])[cH:9][cH:10]1. The reactants are BrC=1C=C2C(=CC=NC2=C(C1)C)O (6-bromo-8-methyl-4-quinolinol), P(=O)(Cl)(Cl)Cl (phosphorous oxychloride), [OH-].[NH4+] (ammonium hydroxide). Product: BrC=1C=C2C(=CC=NC2=C(C1)C)Cl (6-bromo-4-chloro-8-methylquinoline). Isolated yield 95.0%. Reaction SMILES: [Br:1][C:2]1[CH:3]=[C:4]2[C:9](=[C:10]([CH3:12])[CH:11]=1)[N:8]=[CH:7][CH:6]=[C:5]2O.P(Cl)(Cl)([Cl:16])=O.[OH-].[NH4+]>>[Br:1][C:2]1[CH:3]=[C:4]2[C:9](=[C:10]([CH3:12])[CH:11]=1)[N:8]=[CH:7][CH:6]=[C:5]2[Cl:16] |f:2.3|. Procedure details: A mixture of 6-bromo-8-methyl-4-quinolinol (1.42 g, 5.95 mmol) and phosphorous oxychloride (10.95 g, 71.40 mmol) was heated at reflux for 1 h, cooled, poured onto ice, and neutralized by addition of 30% ammonium hydroxide. The resulting solid was filtered and dried in a vacuum oven to give the title compound (1.45 g, 95%) as a tan solid. MS (ES)+ m/e 256 [M+H]. Starting materials: BrC1=CN=C2N1N=CC(=N2)C(F)(F)F (7-Bromo-3-trifluoromethylimidazo[1,2-b][1,2,4]triazine), CC1(COB(OC1)C=1C=CC(=C(C1)C=1C(=CC=C(C1)F)C#N)F)C (5′-(5,5-dimethyl-[1,3,2]dioxaborinan-2-yl)-5,2′-difluorobiphenyl-2-carbonitrile). The product is FC1=CC=C(C(=C1)C1=C(C=CC(=C1)C1=CN=C2N1N=CC(=N2)C(F)(F)F)F)C#N (5,2′-difluoro-5′-(3-trifluoromethylimidazo[1,2-b][1,2,4]triazin-7-yl)biphenyl-2-carbonitrile). The yield is 46.0%. Reaction SMILES: Br[C:2]1[N:6]2[N:7]=[CH:8][C:9]([C:11]([F:14])([F:13])[F:12])=[N:10][C:5]2=[N:4][CH:3]=1.CC1(C)COB([C:22]2[CH:23]=[CH:24][C:25]([F:37])=[C:26]([C:28]3[C:29]([C:35]#[N:36])=[CH:30][CH:31]=[C:32]([F:34])[CH:33]=3)[CH:27]=2)OC1>>[F:34][C:32]1[CH:33]=[C:28]([C:26]2[CH:27]=[C:22]([C:2]3[N:6]4[N:7]=[CH:8][C:9]([C:11]([F:14])([F:13])[F:12])=[N:10][C:5]4=[N:4][CH:3]=3)[CH:23]=[CH:24][C:25]=2[F:37])[C:29]([C:35]#[N:36])=[CH:30][CH:31]=1. Procedure details: 7-Bromo-3-trifluoromethylimidazo[1,2-b][1,2,4]triazine was coupled with 5′-(5,5-dimethyl-[1,3,2]dioxaborinan-2-yl)-5,2′-difluorobiphenyl-2-carbonitrile as described in Example 3 to give 68.7 mg (46%) of 5,2′-difluoro-5′-(3-trifluoromethylimidazo[1,2-b][1,2,4]triazin-7-yl)biphenyl-2-carbonitrile as a yellow solid: mp 200-201° C.; 1H NMR (360 MHz, CDCl3) δ 7.25-7.34 (2H, m), 7.44 (1H, t, J 8.9 Hz), 7.87 (1H, dd, J 5.4, 8.6 Hz), 8.18-8.26 (2H, m), 8.63 (1H, s), 8.82 (1H, s); MS (ES+) m/z 401. Anal....